Task: describe an organic reaction: reactants, conditions, products, and yield. Dataset: the Open Reaction Database (ORD), a public repository of structured organic reaction records The reactants are ClC1=C(C=CC(=C1)/C=C/C(C)=O)C1=CC=CC=C1 ((E)-4-(2-chloro-4-biphenylyl)-3-butene-2-one), [BH4-].[Na+] (sodium borohydride). The solvent is C(C)O (ethanol), C(C)O (ethanol). Conditions: time 1 hour. The product is ClC1=C(C=CC(=C1)/C=C/C(C)O)C1=CC=CC=C1 ((E)-4-(2-Chloro-4-biphenylyl)-3-butene-2-ol). Reaction SMILES: [Cl:1][C:2]1[CH:7]=[C:6](/[CH:8]=[CH:9]/[C:10](=[O:12])[CH3:11])[CH:5]=[CH:4][C:3]=1[C:13]1[CH:18]=[CH:17][CH:16]=[CH:15][CH:14]=1.[BH4-].[Na+]>C(O)C>[Cl:1][C:2]1[CH:7]=[C:6](/[CH:8]=[CH:9]/[CH:10]([OH:12])[CH3:11])[CH:5]=[CH:4][C:3]=1[C:13]1[CH:14]=[CH:15][CH:16]=[CH:17][CH:18]=1 |f:1.2|. Reported procedure: 30.0 Gm (0.117 mol) of (E)-4-(2-chloro-4-biphenylyl)-3-butene-2-one, dissolved in 150 ml of 95% ethanol, were added in small amounts within 10 minutes to a solution of 2.7 gm (0.0714 mol) of sodium borohydride in 200 ml of 95% ethanol. Subsequently the mixture was stirred for 1 hour at room temperature. The excess reducing agent was removed by careful addition of 4 gm of glacial acetic acid. The solvent was then distilled off in a water aspirator vacuum. 500 ml of water were added to the residue... The reactants are C(C1=CC=CC=C1)N(C1CC=C(CC1)C1=CC(=NC=C1)N(C)C)C (4-(4-(Benzyl(methyl)amino)cyclohex-1-enyl)-N,N-dimethylpyridin-2-amine). Run in CO (MeOH). Run at time 3 hour. The product is CN(C1=NC=CC(=C1)C1CCC(CC1)NC)C (N,N-Dimethyl-4-(4-(methylamino)cyclohexyl)pyridin-2-amine). Yield: 71.0%. As a reaction SMILES: [CH2:1]([N:8](C)[CH:9]1[CH2:14][CH2:13][C:12]([C:15]2[CH:20]=[CH:19][N:18]=[C:17]([N:21]([CH3:23])[CH3:22])[CH:16]=2)=[CH:11][CH2:10]1)C1C=CC=CC=1>CO>[CH3:22][N:21]([CH3:23])[C:17]1[CH:16]=[C:15]([CH:12]2[CH2:13][CH2:14][CH:9]([NH:8][CH3:1])[CH2:10][CH2:11]2)[CH:20]=[CH:19][N:18]=1. Procedure details: 4-(4-(Benzyl(methyl)amino)cyclohex-1-enyl)-N,N-dimethylpyridin-2-amine (340 mg, 1.06 mmol, 1.0 eq.) was dissolved in MeOH (10 ml) and degassed with argon. Pd(OH)2 (170 mg) was then added and hydrogenation was carried out for 3 hours. After monitoring by TLC, the reaction mixture was filtered over Celite and the filtrate was concentrated under reduced pressure and purified by column chromatography (Alox, 2% MeOH in DCM). Yield: 71% (175 mg, 0.75 mmol) Reactants: CCC1(CCOc2cc(CC(=O)OC)ccc2Cl)CCN(c2nc3ccc(Cl)cc3s2)CC1, CO, Cl, [Na+], C1CCOC1, [OH-]. Product: CCC1(CCOc2cc(CC(=O)O)ccc2Cl)CCN(c2nc3ccc(Cl)cc3s2)CC1. As a reaction SMILES: [CH3:1][O:2][C:3]([CH2:4][c:5]1[cH:6][c:7]([O:12][CH2:13][CH2:14][C:15]2([CH2:31][CH3:32])[CH2:16][CH2:17][N:18]([c:21]3[s:22][c:23]4[c:24]([n:25]3)[cH:26][cH:27][c:28]([Cl:30])[cH:29]4)[CH2:19][CH2:20]2)[c:8]([Cl:11])[cH:9][cH:10]1)=[O:33].[CH3:42][OH:43].[ClH:41].[Na+:35].[O:36]1[CH2:37][CH2:38][CH2:39][CH2:40]1.[OH-:34]>>[O:2]=[C:3]([CH2:4][c:5]1[cH:6][c:7]([O:12][CH2:13][CH2:14][C:15]2([CH2:31][CH3:32])[CH2:16][CH2:17][N:18]([c:21]3[s:22][c:23]4[c:24]([n:25]3)[cH:26][cH:27][c:28]([Cl:30])[cH:29]4)[CH2:19][CH2:20]2)[c:8]([Cl:11])[cH:9][cH:10]1)[OH:33]. The reactants are C(C)(C)(C)OC(=O)N[C@@H]1[C@@H](CCCC1)NC1=NC(=C(C(=O)OC)C(=C1)C#N)NC1=CC(=C(C=C1)F)C (methyl 6-((1R,2S)-2-(tert-butoxycarbonylamino)cyclohexylamino)-4-cyano-2-(4-fluoro-3-methylphenylamino)nicotinate). The reagents and catalysts are [Pt]=O (platinum oxide). Solvent: C(Cl)Cl (DCM), CC(=O)O (HOAc). The product is FC1=C(C=C(C=C1)NC1=NC(=CC2=C1C(NC2)=O)N[C@H]2[C@H](CCCC2)NC(OC(C)(C)C)=O)C (tert-Butyl (1S,2R)-2-(4-(4-fluoro-3-methylphenylamino)-3-oxo-2,3-dihydro-1H-pyrrolo[3,4-c]pyridin-6-ylamino)cyclohexylcarbamate). Isolated yield 70.5%. As a reaction SMILES: [C:1]([O:5][C:6]([NH:8][C@H:9]1[CH2:14][CH2:13][CH2:12][CH2:11][C@H:10]1[NH:15][C:16]1[CH:25]=[C:24]([C:26]#[N:27])[C:19]([C:20]([O:22]C)=O)=[C:18]([NH:28][C:29]2[CH:34]=[CH:33][C:32]([F:35])=[C:31]([CH3:36])[CH:30]=2)[N:17]=1)=[O:7])([CH3:4])([CH3:3])[CH3:2]>C(Cl)Cl.CC(O)=O.[Pt]=O>[F:35][C:32]1[CH:33]=[CH:34][C:29]([NH:28][C:18]2[C:19]3[C:20](=[O:22])[NH:27][CH2:26][C:24]=3[CH:25]=[C:16]([NH:15][C@@H:10]3[CH2:11][CH2:12][CH2:13][CH2:14][C@@H:9]3[NH:8][C:6](=[O:7])[O:5][C:1]([CH3:3])([CH3:2])[CH3:4])[N:17]=2)=[CH:30][C:31]=1[CH3:36]. Procedure details: A mixture of methyl 6-((1R,2S)-2-(tert-butoxycarbonylamino)cyclohexylamino)-4-cyano-2-(4-fluoro-3-methylphenylamino)nicotinate (75 mg, 0.151 mmol) and platinum oxide (34.2 mg, 0.151 mmol) in DCM (2 mL) and HOAc (0.5 mL) was stirred at RT under H2 atmosphere. The mixture was subsequently filtered through Celite. The filtrate was concentrated and the residue was purified by preparative HPLC to give the title compound (50 mg, 70.6%). [M+H] calc'd for C25H32FN5O3, 470; found, 470. The reactants are C(C)(=O)OCC (ethyl acetate), BrC1=NC=CC(=C1CO)Cl ((2-bromo-4-chloropyridin-3-yl)methanol), C(C)(C)(C)[Si](Cl)(C)C (tert-butyldimethylchlorosilane), N1C=NC=C1 (imidazole). Solvent: CN(C=O)C (N,N-dimethylformamide), petroleum ether. Conditions: temperature 15 celsius, time 12 hour. Product: BrC1=NC=CC(=C1CO[Si](C)(C)C(C)(C)C)Cl (2-bromo-3-(((tert-butyldimethylsilyl)oxy)methyl)-4-chloropyridine). Isolated yield 99.0%. RXN SMILES: [Br:1][C:2]1[C:7]([CH2:8][OH:9])=[C:6]([Cl:10])[CH:5]=[CH:4][N:3]=1.[C:11]([Si:15]([CH3:18])([CH3:17])Cl)([CH3:14])([CH3:13])[CH3:12].N1C=CN=C1.C(OCC)(=O)C>CN(C)C=O>[Br:1][C:2]1[C:7]([CH2:8][O:9][Si:15]([C:11]([CH3:14])([CH3:13])[CH3:12])([CH3:18])[CH3:17])=[C:6]([Cl:10])[CH:5]=[CH:4][N:3]=1. Procedure details: A mixture of 160b (20 g, 90.0 mmol), tert-butyldimethylchlorosilane (17.6 g, 117 mmol) and imidazole (12.2 g, 180 mmol) in N,N-dimethylformamide (300 mL) was stirred at 15° C. for 12 h. See FIG. 5. TLC (petroleum ether:ethyl acetate=3:1) showed that the starting material was completely consumed. The mixture was diluted with water (200 mL) and extracted with EtOAc (200 mL×2). The organic layers were washed with brine (60 mL), dried over anhydrous sodium sulfate, and concentrated under reduced pre... Reactants: ( a ), OC1CCN(CC1)CCCOC1=C(C=CC=C1)[N+](=O)[O-] (4-hydroxy-1-[3-(2-nitrophenoxy)propyl]piperidine), C1(=CC=CC=C1)C(C1=CSC=C1)Cl (phenyl-3-thienylmethyl chloride), OC1CCN(CC1)CCCOC1=C(C=CC=C1)[N+](=O)[O-] (4-hydroxy-1-[3-(2-nitrophenoxy)propyl]piperidine). Product: Cl.C1(=CC=CC=C1)C(OC1CCN(CC1)CCCOC1=C(C=CC=C1)[N+](=O)[O-])C1=CSC=C1 (4-(phenyl-3-thienylmethoxy)-1-[3-(2-nitrophenoxy)propyl]piperidine hydrochloride). RXN SMILES: [C:1]1([CH:7]([Cl:13])[C:8]2[CH:12]=[CH:11][S:10][CH:9]=2)[CH:6]=[CH:5][CH:4]=[CH:3][CH:2]=1.[OH:14][CH:15]1[CH2:20][CH2:19][N:18]([CH2:21][CH2:22][CH2:23][O:24][C:25]2[CH:30]=[CH:29][CH:28]=[CH:27][C:26]=2[N+:31]([O-:33])=[O:32])[CH2:17][CH2:16]1>>[ClH:13].[C:1]1([CH:7]([C:8]2[CH:12]=[CH:11][S:10][CH:9]=2)[O:14][CH:15]2[CH2:16][CH2:17][N:18]([CH2:21][CH2:22][CH2:23][O:24][C:25]3[CH:30]=[CH:29][CH:28]=[CH:27][C:26]=3[N+:31]([O-:33])=[O:32])[CH2:19][CH2:20]2)[CH:6]=[CH:5][CH:4]=[CH:3][CH:2]=1 |f:2.3|. Procedure details: The procedure of Example 36 (a) was repeated except for using phenyl-3-thienylmethyl chloride and 4-hydroxy-1-[3-(2-nitrophenoxy)propyl]piperidine instead of phenyl-2-thienylmethyl chloride and 4-hydroxy-1-[3-(2-nitrophenoxy)propyl]piperidine to give 4-(phenyl-3-thienylmethoxy)-1-[3-(2-nitrophenoxy)propyl]piperidine hydrochloride. Reactants: C1(=CC=CC=C1)P(C1=CC=CC=C1)(C1=CC=CC=C1)=CC(=O)OC (methyl triphenylphosphoranylideneacetate), N1=C(C=CC=C1)C=O (2-pyridine carboxaldehyde). The solvent is C(Cl)Cl (CH2Cl2), C(Cl)Cl (CH2Cl2). Run at time 2 hour. Product: N1=C(C=CC=C1)C=CC(=O)OC (methyl 3-(2-pyridyl)-2-propenoate). Isolated yield 80.4%. Reaction SMILES: C1(P(=[CH:20][C:21]([O:23][CH3:24])=[O:22])(C2C=CC=CC=2)C2C=CC=CC=2)C=CC=CC=1.[N:25]1[CH:30]=[CH:29][CH:28]=[CH:27][C:26]=1[CH:31]=O>C(Cl)Cl>[N:25]1[CH:30]=[CH:29][CH:28]=[CH:27][C:26]=1[CH:31]=[CH:20][C:21]([O:23][CH3:24])=[O:22]. Procedure: To a solution of methyl triphenylphosphoranylideneacetate (31.2 g) in CH2Cl2 (120 mL) was added dropwise over 15 minutes 2-pyridine carboxaldehyde (8.9 mL, 0.093 mol) in CH2Cl2 (40 mL). The mixture was heated to reflux for 8 hours, additional ylide (3.1 g) was added and the mixture was refluxed overnight. The reaction mixture was cooled, concentrated to 1/2 value and allowed to stand for 2 hours. A solid was collected by filtration and was washed with CH2Cl2 /hexane. The filtrate was concentrate... Reactants: [Na+].C(C)(=O)N(OCC1=CC=CC=C1)CC1CC(CO1)SC1=C(N2C(C(C2C1C)C(C)O)=O)C(=O)[O-] (3-[[5-[[Acetyl(phenylmethoxy)amino]methyl]tetrahydro-3-furanyl]thio]-6-(1-hydroxyethyl)-4-methyl-7-oxo-1-azabicyclo[3.2.0]hept-2-ene-2-carboxylic acid monosodium salt), [2H]O[2H] (deuterium oxide). The reagents and catalysts are [Pd] (palladium/carbon). Conditions: time 2 hour. Product: [Na+].C(C)(=O)N(O)CC1CC(CO1)SC1=C(N2C(C(C2C1C)C(C)O)=O)C(=O)[O-] (3-[[5-[(Acetylhydroxyamino)methyl]tetrahydro-3-furanyl]thio]-6-(1-hydroxyethyl)-4-methyl-7-oxo-1-azabicyclo[3.2.0]hept-2-ene-2-carboxylic acid monosodium salt). Yield: 84.9%. RXN SMILES: [Na+:1].[C:2]([N:5]([CH2:14][CH:15]1[O:19][CH2:18][CH:17]([S:20][C:21]2[CH:27]([CH3:28])[CH:26]3[N:23]([C:24](=[O:32])[CH:25]3[CH:29]([OH:31])[CH3:30])[C:22]=2[C:33]([O-:35])=[O:34])[CH2:16]1)[O:6]CC1C=CC=CC=1)(=[O:4])[CH3:3].[2H]O[2H]>[Pd]>[Na+:1].[C:2]([N:5]([CH2:14][CH:15]1[O:19][CH2:18][CH:17]([S:20][C:21]2[CH:27]([CH3:28])[CH:26]3[N:23]([C:24](=[O:32])[CH:25]3[CH:29]([OH:31])[CH3:30])[C:22]=2[C:33]([O-:35])=[O:34])[CH2:16]1)[OH:6])(=[O:4])[CH3:3] |f:0.1,4.5|. Procedure details: A mixture of 0.010 g of product from Example 75, 0.014 g of 10% palladium/carbon, and 1 ml of deuterium oxide is reduced in a Parr apparatus for 2 hours at 30 psi. The reaction solution is filtered and lyophilyzed to give 0.007 g of the desired product.